Dataset: the Open Reaction Database (ORD), a public repository of structured organic reaction records. Task: describe an organic reaction: reactants, conditions, products, and yield RXN SMILES: [C:24]([CH3:25])(=[O:26])[N:27]1[CH2:28][CH2:29][N:30]([CH2:33][CH2:34][CH2:35][O:36][c:37]2[cH:38][cH:39][c:40]([CH:43]3[CH2:44][CH2:45][NH:46][CH2:47][CH2:48]3)[cH:41][cH:42]2)[CH2:31][CH2:32]1.[CH:1]([N:2]([CH2:3][CH3:4])[CH:5]([CH3:6])[CH3:7])([CH3:8])[CH3:9].[Cl:10][c:11]1[cH:12][cH:13][c:14]2[n:15]([n:16]1)[c:17]([C:20]([F:21])([F:22])[F:23])[n:18][n:19]2.[O:49]=[CH:50][N:51]([CH3:52])[CH3:53]>>[c:11]1([N:46]2[CH2:45][CH2:44][CH:43]([c:40]3[cH:39][cH:38][c:37]([O:36][CH2:35][CH2:34][CH2:33][N:30]4[CH2:29][CH2:28][N:27]([C:24]([CH3:25])=[O:26])[CH2:32][CH2:31]4)[cH:42][cH:41]3)[CH2:48][CH2:47]2)[cH:12][cH:13][c:14]2[n:15]([n:16]1)[c:17]([C:20]([F:21])([F:22])[F:23])[n:18][n:19]2. The product is CC(=O)N1CCN(CCCOc2ccc(C3CCN(c4ccc5nnc(C(F)(F)F)n5n4)CC3)cc2)CC1. The reactants are CC(=O)N1CCN(CCCOc2ccc(C3CCNCC3)cc2)CC1, CCN(C(C)C)C(C)C, FC(F)(F)c1nnc2ccc(Cl)nn12, CN(C)C=O. Reactants: BrB(Br)Br, O=C([O-])O, COc1c(C)cc(CCl)cc1C, ClCCl, [Na+]. Product: Cc1cc(CCl)cc(C)c1O. Reaction SMILES: [B:13]([Br:14])([Br:15])[Br:16].[C:17](=[O:18])([OH:19])[O-:20].[CH3:1][c:2]1[cH:3][c:4]([CH2:5][Cl:6])[cH:7][c:8]([CH3:12])[c:9]1[O:10][CH3:11].[Cl:22][CH2:23][Cl:24].[Na+:21]>>[CH3:1][c:2]1[cH:3][c:4]([CH2:5][Cl:6])[cH:7][c:8]([CH3:12])[c:9]1[OH:10]. Starting materials: CCOC(=O)C (EtOAc), ClC=1C2=C(N=CN1)NC=C2C (4-chloro-5-methyl-7H-pyrrolo[2,3-d]pyrimidine), N1CCC(CC1)NC(C1=CC=CC=C1)=O (N-4-piperidinylbenzamide), CCN(C(C)C)C(C)C (DIPEA). Run in CN1CCCC1=O (NMP). Run at temperature 150 celsius. The product is CC1=CN=C2NC=NC(=C21)N2CCC(CC2)NC(C2=CC=CC=C2)=O (N-[1-(5-Methyl-1H-pyrrolo[2,3-d]pyrimidin-4-yl)-4-piperidinyl]benzamide). As a reaction SMILES: Cl[C:2]1[C:3]2[C:10]([CH3:11])=[CH:9][NH:8][C:4]=2[N:5]=[CH:6][N:7]=1.[NH:12]1[CH2:17][CH2:16][CH:15]([NH:18][C:19](=[O:26])[C:20]2[CH:25]=[CH:24][CH:23]=[CH:22][CH:21]=2)[CH2:14][CH2:13]1.CCN(C(C)C)C(C)C.CCOC(C)=O>CN1C(=O)CCC1>[CH3:11][C:10]1[C:3]2[C:4]([NH:5][CH:6]=[N:7][C:2]=2[N:12]2[CH2:17][CH2:16][CH:15]([NH:18][C:19](=[O:26])[C:20]3[CH:25]=[CH:24][CH:23]=[CH:22][CH:21]=3)[CH2:14][CH2:13]2)=[N:8][CH:9]=1. Reported procedure: A mixture of 4-chloro-5-methyl-7H-pyrrolo[2,3-d]pyrimidine D4 (136 mg), N-4-piperidinylbenzamide (249 mg, 1.217 mmol) and DIPEA (0.354 mL, 2.029 mmol) in NMP (1 mL) was heated in the microwave at 150° C. for 20 minutes. EtOAc (10 mL) was added to the mixture and a precipitate formed which was filtered off—this was shown to be remaining piperidinylbenzamide starting material. The filtrate was diluted with further EtOAc (10 mL) and washed with water (3×15 mL). On the third washing a precipitate fo... Reactants: C(C)(C)(C)OC(=O)N1[C@H]([C@H](CCC1)NCC1=C(C=C2CCC(CC2=C1)(F)F)OC)C1=CC=CC=C1 ((2S,3S)-1-tert-Butoxycarbonyl-3-((2,2-difluoro-6-methoxy-1,2,3,4-tetrahydronaphthalen-7-yl)methyl)amino-2-phenylpiperidine), Cl.Cl.CC(C#CC(F)(F)F)(C)C=1C=CC(=C(CN[C@@H]2[C@@H](NCCC2)C2=CC=CC=C2)C1)OC ((2S,3S)-3-[5-(1,1-Dimethyl-4,4,4-trifluoro-2-butynyl)-2-methoxybenzyl]amino-2-phenylpiperidine dihydrochloride). The product is Cl.Cl.FC1(CC2=CC(=C(C=C2CC1)OC)CN[C@@H]1[C@@H](NCCC1)C1=CC=CC=C1)F ((2S,3S)-3-((2,2-Difluoro-6-methoxy-1,2,3,4-tetrahydronaphthalen-7-yl)methyl)amino-2-phenylpiperidine dihydrochloride). RXN SMILES: C(OC([N:8]1[CH2:13][CH2:12][CH2:11][C@H:10]([NH:14][CH2:15][C:16]2[CH:25]=[C:24]3[C:19]([CH2:20][CH2:21][C:22]([F:27])([F:26])[CH2:23]3)=[CH:18][C:17]=2[O:28][CH3:29])[C@@H:9]1[C:30]1[CH:35]=[CH:34][CH:33]=[CH:32][CH:31]=1)=O)(C)(C)C.[ClH:36].Cl.CC(C1C=CC(OC)=C(C=1)CN[C@H]1CCCN[C@H]1C1C=CC=CC=1)(C)C#CC(F)(F)F>>[ClH:36].[ClH:36].[F:27][C:22]1([F:26])[CH2:21][CH2:20][C:19]2[C:24](=[CH:25][C:16]([CH2:15][NH:14][C@H:10]3[CH2:11][CH2:12][CH2:13][NH:8][C@H:9]3[C:30]3[CH:31]=[CH:32][CH:33]=[CH:34][CH:35]=3)=[C:17]([O:28][CH3:29])[CH:18]=2)[CH2:23]1 |f:1.2.3,4.5.6|. Reported procedure: This compound was prepared from Compound 97 in the same manner of Compound 60. The reactants are COC=1C=C(C=CC1OC)C=1NC2=CC=CC=C2C1CCNCCC1=CC=C(C=C1)[N+](=O)[O-] ([2-[2-(3,4-dimethoxyphenyl)-1H-indol-3-yl]ethyl]-[2-(4-nitrophenyl)ethyl]amine), Cl (hydrochloric acid), [H][H] (hydrogen). The reagents and catalysts are [OH-].[OH-].[Pd+2] (palladium hydroxide on carbon). Yields the product COC=1C=C(C=CC1OC)C=1NC2=CC=CC=C2C1CCNCCC1=CC=C(C=C1)N ([2-[2-(3,4-dimethoxyphenyl)-1H-indol-3-yl]ethyl]-[2-(4-aminophenyl)ethyl]amine). Isolated yield 76.2%. RXN SMILES: [CH3:1][O:2][C:3]1[CH:4]=[C:5]([C:11]2[NH:12][C:13]3[C:18]([C:19]=2[CH2:20][CH2:21][NH:22][CH2:23][CH2:24][C:25]2[CH:30]=[CH:29][C:28]([N+:31]([O-])=O)=[CH:27][CH:26]=2)=[CH:17][CH:16]=[CH:15][CH:14]=3)[CH:6]=[CH:7][C:8]=1[O:9][CH3:10].Cl.[H][H]>[OH-].[OH-].[Pd+2]>[CH3:1][O:2][C:3]1[CH:4]=[C:5]([C:11]2[NH:12][C:13]3[C:18]([C:19]=2[CH2:20][CH2:21][NH:22][CH2:23][CH2:24][C:25]2[CH:30]=[CH:29][C:28]([NH2:31])=[CH:27][CH:26]=2)=[CH:17][CH:16]=[CH:15][CH:14]=3)[CH:6]=[CH:7][C:8]=1[O:9][CH3:10] |f:3.4.5|. Reported procedure: To a stirred solution of [2-[2-(3,4-dimethoxyphenyl)-1H-indol-3-yl]ethyl]-[2-(4-nitrophenyl)ethyl]amine (45 mg in 4 mL methanol) was added 2N hydrochloric acid (0.020 mL) and 18 mg of 10% palladium hydroxide on carbon catalyst. The reaction flask was fitted with a hydrogen balloon, evacuated and recharged with hydrogen (3 times) and stirred at room temperature. After 40 minutes the reaction was flushed with nitrogen, filtered over diatomaceous earth, concentrated in vacuo and purified by flash c...